This data is from the Open Reaction Database (ORD), a public repository of structured organic reaction records. The task is: describe an organic reaction: reactants, conditions, products, and yield Run in CCOC(=O)C (EtOAc). Starting materials: (+)-camphorsulfonyloxaziridine, [Cl-].[NH4+] (ammonium chloride), C(C)(C)NC(C)C (diisopropylamine), C(CCC)[Li] (n-butyllithium), C1CCOC1 (THF), C1(CC1)C(CC(=O)OC)(C)C (methyl 3-cyclopropyl-3-methylbutanoate). As a reaction SMILES: C(NC(C)C)(C)C.C([Li])CCC.[CH:13]1([C:16]([CH3:23])([CH3:22])[CH2:17][C:18]([O:20][CH3:21])=[O:19])[CH2:15][CH2:14]1.[Cl-].[NH4+].C1C[O:29]CC1>CCOC(C)=O>[OH:29][CH:17]([C:16]([CH:13]1[CH2:15][CH2:14]1)([CH3:23])[CH3:22])[C:18]([O:20][CH3:21])=[O:19] |f:3.4|. Procedure details: To a stirred solution of diisopropylamine (4.9 mL, 35 mmol) in dry THF (100 mL) at 0° C. under inert atmosphere was added n-butyllithium (14 mL, 35 mmol) dropwise over a period of 5 min. The solution was cooled to −78 ° C. and methyl 3-cyclopropyl-3-methylbutanoate (5.0 g, 32) was added dropwise over a period of 5 min. The solution was stirred at −78 ° C. for 1 h at which time (+)-camphorsulfonyloxaziridine (9.0 g, 39 mmol) was added all at once. The resulting suspension was stirred at −78 ° C. ... Run at temperature -78 celsius, time 30 minute. Product: OC(C(=O)OC)C(C)(C)C1CC1 (methyl 2-hydroxy-3-cyclopropyl-3-methylbutanoate).